This data is from the Open Reaction Database (ORD), a public repository of structured organic reaction records. The task is: describe an organic reaction: reactants, conditions, products, and yield The reactants are C(C)(=O)OCC([C@H]1[C@@H](C[C@H]2[C@@H]3C[C@@H](C4=CC(CC[C@]4(C)[C@H]3[C@H](C[C@]12C)O)=O)Cl)C)=O (21-acetoxy-6α-chloro-11β-hydroxy-16α-methyl-4-pregnene-3,20-dione), ClC=1C(C(=C(C(C1Cl)=O)C#N)C#N)=O (2,3-dichloro-5,6-dicyano-1,4-benzoquinone). Run in O1CCOCC1 (dioxane). The product is C(C)(=O)OCC([C@H]1[C@@H](C[C@H]2[C@@H]3C[C@@H](C4=CC(C=C[C@]4(C)[C@H]3[C@H](C[C@]12C)O)=O)Cl)C)=O (21-acetoxy-6α-chloro-11βhydroxy-16α-methyl-1,4-pregnadiene-3,20-dione). Yield: 54.3%. As a reaction SMILES: [C:1]([O:4][CH2:5][C:6](=[O:30])[C@@H:7]1[C@:24]2([CH3:25])[C@H:10]([C@H:11]3[C@H:21]([C@@H:22]([OH:26])[CH2:23]2)[C@:19]2([CH3:20])[C:14](=[CH:15][C:16](=[O:27])[CH2:17][CH2:18]2)[C@@H:13]([Cl:28])[CH2:12]3)[CH2:9][C@H:8]1[CH3:29])(=[O:3])[CH3:2].ClC1C(=O)C(C#N)=C(C#N)C(=O)C=1Cl>O1CCOCC1>[C:1]([O:4][CH2:5][C:6](=[O:30])[C@@H:7]1[C@:24]2([CH3:25])[C@H:10]([C@H:11]3[C@H:21]([C@@H:22]([OH:26])[CH2:23]2)[C@:19]2([CH3:20])[C:14](=[CH:15][C:16](=[O:27])[CH:17]=[CH:18]2)[C@@H:13]([Cl:28])[CH2:12]3)[CH2:9][C@H:8]1[CH3:29])(=[O:3])[CH3:2]. Procedure details: 2.0 g of 21-acetoxy-6α-chloro-11β-hydroxy-16α-methyl-4-pregnene-3,20-dione is dissolved in 100 ml of dioxane; 3 g of 2,3-dichloro-5,6-dicyano-1,4-benzoquinone is added thereto and the mixture heated for 24 hours to boiling. After cooling, the mixture is vacuum-filtered from the undissolved matter, washed with dichloromethane, and concentrated under vacuum. The crude product is chromatographed on silica gel. With 37-46% acetone-hexane, after recrystallization from acetone-diisopropyl ether, 1.08 ... Reactants: 7β-amino-3-[(acetyloxy)-methyl]-8-oxo-5-thia-1-azabicyclo[4.2.0]oct-2-ene-2-carboxylic acid, C1(=CC=C(C=C1)SCl)C (p-toluenesulfenyl chloride), C1C(C)O1 (propylene oxide), Cl (HCl), C[Si](C)(C)C(C(=O)N)[Si](C)(C)C (bis(trimethylsilyl)-acetamide), 4A, C([O-])(O)=O.[Na+] (sodium bicarbonate). Solvent: C(Cl)Cl (methylene chloride). Run at time 3 hour. The product is O=C1CC2SCC=C(N12)C(=O)O (8-oxo-5-thia-1-azabicyclo[4.2.0]oct-2-ene-2-carboxylic acid). Reaction SMILES: C[Si]([CH:5]([Si](C)(C)C)[C:6]([NH2:8])=[O:7])(C)C.[CH2:13]1O[CH:14]1[CH3:15].C1(C)C=C[C:20]([S:23]Cl)=CC=1.[C:26](=[O:29])(O)[O-:27].[Na+].Cl>C(Cl)Cl>[O:7]=[C:6]1[N:8]2[CH:20]([S:23][CH2:13][CH:14]=[C:15]2[C:26]([OH:27])=[O:29])[CH2:5]1 |f:3.4|. Procedure details: A mixture of 4 g. (16.7 mmol.) of 7β-amino-3-[(acetyloxy)-methyl]-8-oxo-5-thia-1-azabicyclo[4.2.0]oct-2-ene-2-carboxylic acid (i.e. 7-ACA), 8.3 ml. (33.4 mmol.) of bis(trimethylsilyl)-acetamide, pulverized molecular sieves (4A, ≃1000 beads), 16 ml. of propylene oxide, and 320 ml. of methylene chloride is stirred at 26° for 1.5 hours under a nitrogen atmosphere. The reaction mixture is cooled to 0° and 10.07 g. (66.8 mmol.) of p-toluenesulfenyl chloride is added dropwise over 20 minutes. The mixt... As a reaction SMILES: NCCCCN.[S:7](S(Cl)(=O)=O)([C:10]1[CH:26]=[CH:25][C:13]([N:14]=[N:15][C:16]2[CH:24]=[CH:23][C:19]([N:20]([CH3:22])[CH3:21])=[CH:18][CH:17]=2)=[CH:12][CH:11]=1)(=[O:9])=[O:8].[NH2:31][CH:32]([CH3:36])[CH:33]([NH2:35])[CH3:34]>C(#N)C>[S:7]([CH2:34][CH:33]([NH2:35])[CH:32]([NH2:31])[CH3:36])([C:10]1[CH:26]=[CH:25][C:13]([N:14]=[N:15][C:16]2[CH:24]=[CH:23][C:19]([N:20]([CH3:22])[CH3:21])=[CH:18][CH:17]=2)=[CH:12][CH:11]=1)(=[O:9])=[O:8]. Starting materials: S(=O)(=O)(C1=CC=C(N=NC2=CC=C(N(C)C)C=C2)C=C1)S(=O)(=O)Cl (Dabsyl sulfonyl chloride), NCCCCN (1,4-diaminobutane), S(=O)(=O)(C1=CC=C(N=NC2=CC=C(N(C)C)C=C2)C=C1)S(=O)(=O)Cl (Dabsyl sulfonyl chloride), NC(C(C)N)C (diaminobutane). Yields the product S(=O)(=O)(C1=CC=C(N=NC2=CC=C(N(C)C)C=C2)C=C1)CC(C(C)N)N (Dabsyl-diaminobutane). The solvent is C(C)#N (acetonitrile), C(C)#N (acetonitrile). Procedure: 1,4-diaminobutane was dissolved in acetonitrile. Dabsyl sulfonyl chloride was slurred in acetonitrile. The Dabsyl sulfonyl chloride slurry was added to the diaminobutane solution and reacted for 15 minutes. The reaction was quenched with water, diluted to 40% water and filtered. The filtrate was diluted to 60% water and re-filtered. The resulting filter cake was dried under high vacuum. The dry filter cake was dissolved in acetonitrile and dried in a rotoevaporator. The dried material was subjec... Starting materials: BrC1=C(SC=C1)C(=O)NC[C@H](NC(C1=C(C=C(C=C1)C(=O)NCC1=CC(=CC=C1)O)Cl)=O)C(=O)O (3-(3-bromothiophene-2-carbonyl)amino-N-[2-chloro-4-[[[(3-hydroxyphenyl)methyl]amino]carbonyl]benzoyl]-L-alanine), ClC1=C(C(=O)N[C@@H](CNC(=O)C=2SC(=C(C2)Br)Br)C(=O)O)C=CC(=C1)C(=O)NCC1=CC(=CC=C1)O (N-[2-chloro-4-[[[(3-hydroxyphenyl)methyl]amino]carbonyl]benzoyl]-3-[(4,5-dibromothiophene-2-carbonyl)]amino-L-alanine), ClC1=C(C(=O)N[C@@H](CNC(=O)C=2SC(=CC2)Cl)C(=O)O)C=CC(=C1)C(=O)NCC1=CC(=CC=C1)O (N-[2-chloro-4-[[[(3-hydroxyphenyl)methyl]amino]carbonyl]benzoyl]-3-[(5-chlorothiophene-2-carbonyl)]amino-L-alanine), ClC1=C(C(=O)N[C@@H](CNC(=O)C2=CSC=C2)C(=O)O)C=CC(=C1)C(=O)NCC1=CC(=CC=C1)O (N-[2-chloro-4-[[[(3-hydroxyphenyl)methyl]amino]carbonyl]benzoyl]-3-[(thiophene-3-carbonyl)]amino-L-alanine), ClC1=C(C(=O)N[C@@H](CNC(=O)C=2SC(=CC2)C)C(=O)O)C=CC(=C1)C(=O)NCC1=CC(=CC=C1)O (N-[2-chloro-4-[[[(3-hydroxyphenyl)methyl]amino]carbonyl]benzoyl]-3-[(5-methylthiophene-2-carbonyl)]amino-L-alanine), BrC1=CC=C(S1)C(=O)NC[C@H](NC(C1=C(C=C(C=C1)C(=O)NCC1=CC(=CC=C1)O)Cl)=O)C(=O)O (3-(5-bromothiophene-2-carbonyl)amino-N-[2-chloro-4-[[[(3-hydroxyphenyl)methyl]amino]carbonyl]benzoyl]-L-alanine), ClC1=C(C(=O)N[C@@H](CNC(=O)C=2SC=CC2Cl)C(=O)O)C=CC(=C1)C(=O)NCC1=CC(=CC=C1)O (N-[2-chloro-4-[[[(3-hydroxyphenyl)methyl]amino]carbonyl]benzoyl]-3-[(3-chlorothiophene-2-carbonyl)]amino-L-alanine), ClC1=C(C(=O)N[C@@H](CNC(=O)C=2SC=CC2C)C(=O)O)C=CC(=C1)C(=O)NCC1=CC(=CC=C1)O (N-[2-chloro-4-[[[(3-hydroxyphenyl)methyl]amino]carbonyl]benzoyl]-3-[(3-methylthiophene-2-carbonyl)]amino-L-alanine). Yields the product ClC1=C(C(=O)N[C@@H](CNC(=O)C=2SC=CC2)C(=O)O)C=CC(=C1)C(=O)NCC1=CC(=CC=C1)O (N-[2-chloro-4-[[[(3-hydroxyphenyl)methyl]amino]carbonyl]benzoyl]-3-(thiophene-2-carbonyl)amino-L-alanine). As a reaction SMILES: Br[C:2]1[CH:6]=[CH:5][S:4][C:3]=1[C:7]([NH:9][CH2:10][C@@H:11]([C:33]([OH:35])=[O:34])[NH:12][C:13](=[O:32])[C:14]1[CH:19]=[CH:18][C:17]([C:20]([NH:22][CH2:23][C:24]2[CH:29]=[CH:28][CH:27]=[C:26]([OH:30])[CH:25]=2)=[O:21])=[CH:16][C:15]=1[Cl:31])=[O:8].BrC1SC(C(NC[C@@H](C(O)=O)NC(=O)C2C=CC(C(NCC3C=CC=C(O)C=3)=O)=CC=2Cl)=O)=CC=1.ClC1C=C(C(NCC2C=CC=C(O)C=2)=O)C=CC=1C(N[C@H](C(O)=O)CNC(C1SC=CC=1Cl)=O)=O.ClC1C=C(C(NCC2C=CC=C(O)C=2)=O)C=CC=1C(N[C@H](C(O)=O)CNC(C1SC(Cl)=CC=1)=O)=O.ClC1C=C(C(NCC2C=CC=C(O)C=2)=O)C=CC=1C(N[C@H](C(O)=O)CNC(C1SC(Br)=C(Br)C=1)=O)=O.ClC1C=C(C(NCC2C=CC=C(O)C=2)=O)C=CC=1C(N[C@H](C(O)=O)CNC(C1SC=CC=1C)=O)=O.ClC1C=C(C(NCC2C=CC=C(O)C=2)=O)C=CC=1C(N[C@H](C(O)=O)CNC(C1SC(C)=CC=1)=O)=O.ClC1C=C(C(NCC2C=CC=C(O)C=2)=O)C=CC=1C(N[C@H](C(O)=O)CNC(C1C=CSC=1)=O)=O>>[Cl:31][C:15]1[CH:16]=[C:17]([C:20]([NH:22][CH2:23][C:24]2[CH:29]=[CH:28][CH:27]=[C:26]([OH:30])[CH:25]=2)=[O:21])[CH:18]=[CH:19][C:14]=1[C:13]([NH:12][C@H:11]([C:33]([OH:35])=[O:34])[CH2:10][NH:9][C:7]([C:3]1[S:4][CH:5]=[CH:6][CH:2]=1)=[O:8])=[O:32]. Procedure details: 3-(3-bromothiophene-2-carbonyl)amino-N-[2-chloro-4-[[[(3-hydroxyphenyl)methyl]amino]carbonyl]benzoyl]-L-alanine; 3-(5-bromothiophene-2-carbonyl)amino-N-[2-chloro-4-[[[(3-hydroxyphenyl)methyl]amino]carbonyl]benzoyl]-L-alanine; N-[2-chloro-4-[[[(3-hydroxyphenyl)methyl]amino]carbonyl]benzoyl]-3-[(3-chlorothiophene-2-carbonyl)]amino-L-alanine; N-[2-chloro-4-[[[(3-hydroxyphenyl)methyl]amino]carbonyl]benzoyl]-3-[(5-chlorothiophene-2-carbonyl)]amino-L-alanine; N-[2-chloro-4-[[[(3-hydroxyphenyl)methyl]a... The reactants are COC(=O)c1cc(Br)oc1CBr, C[S-], [Na+], C1CCOC1, O. Product: COC(=O)c1cc(Br)oc1CSC. Reaction SMILES: [Br:1][c:2]1[cH:3][c:4]([C:9](=[O:10])[O:11][CH3:12])[c:5]([CH2:7][Br:8])[o:6]1.[CH3:13][S-:14].[Na+:15].[O:17]1[CH2:18][CH2:19][CH2:20][CH2:21]1.[OH2:16]>>[Br:1][c:2]1[cH:3][c:4]([C:9](=[O:10])[O:11][CH3:12])[c:5]([CH2:7][S:14][CH3:13])[o:6]1.